This data is from the Open Reaction Database (ORD), a public repository of structured organic reaction records. The task is: describe an organic reaction: reactants, conditions, products, and yield The reactants are N#Cc1ccccc1-c1ccc(CBr)c(Br)c1, CC(=O)[O-], [K+], CN(C)C=O, O. The product is CC(=O)OCc1ccc(-c2ccccc2C#N)cc1Br. Reaction SMILES: [Br:1][c:2]1[cH:3][c:4](-[c:10]2[c:11]([C:16]#[N:17])[cH:12][cH:13][cH:14][cH:15]2)[cH:5][cH:6][c:7]1[CH2:8][Br:9].[CH3:19][C:20]([O-:21])=[O:22].[K+:18].[O:23]=[CH:24][N:25]([CH3:26])[CH3:27].[OH2:28]>>[Br:1][c:2]1[cH:3][c:4](-[c:10]2[c:11]([C:16]#[N:17])[cH:12][cH:13][cH:14][cH:15]2)[cH:5][cH:6][c:7]1[CH2:8][O:22][C:20]([CH3:19])=[O:21].